Dataset: the Open Reaction Database (ORD), a public repository of structured organic reaction records. Task: describe an organic reaction: reactants, conditions, products, and yield Reactants: CI, CC(C)N1CCC(Oc2ccc3c(c2)cc2n3C(CO)CN(CC3CC3)C2=O)CC1, [H-], [Na+]. The product is COCC1CN(CC2CC2)C(=O)c2cc3cc(OC4CCN(C(C)C)CC4)ccc3n21. Reaction SMILES: [CH3:31][I:32].[CH:1]1([CH2:4][N:5]2[C:6](=[O:30])[c:7]3[n:8]([c:9]4[cH:10][cH:11][c:12]([O:16][CH:17]5[CH2:18][CH2:19][N:20]([CH:23]([CH3:24])[CH3:25])[CH2:21][CH2:22]5)[cH:13][c:14]4[cH:15]3)[CH:26]([CH2:28][OH:29])[CH2:27]2)[CH2:2][CH2:3]1.[H-:33].[Na+:34]>>[CH:1]1([CH2:4][N:5]2[C:6](=[O:30])[c:7]3[n:8]([c:9]4[cH:10][cH:11][c:12]([O:16][CH:17]5[CH2:18][CH2:19][N:20]([CH:23]([CH3:24])[CH3:25])[CH2:21][CH2:22]5)[cH:13][c:14]4[cH:15]3)[CH:26]([CH2:28][O:29][CH3:31])[CH2:27]2)[CH2:2][CH2:3]1. The reactants are C1(=CC=CC=C1)NC1=C(C=NC=C1)[N+](=O)[O-] (4-Phenylamino-3-nitropyridine), [H][H] (hydrogen), [H][H] (hydrogen), CO (methanol). The reagents and catalysts are [C].[Pd] (palladium-carbon). Run in C(C)O (ethanol), ClCCl (dichloromethane), ClCCl (dichloromethane). Run at time 15 hour. Product: NC=1C=NC=CC1NC1=CC=CC=C1 (3-Amino-4-phenylaminopyridine). Yield: 88.7%. Reaction SMILES: [C:1]1([NH:7][C:8]2[CH:13]=[CH:12][N:11]=[CH:10][C:9]=2[N+:14]([O-])=O)[CH:6]=[CH:5][CH:4]=[CH:3][CH:2]=1.[H][H].CO>C(O)C.ClCCl.[C].[Pd]>[NH2:14][C:9]1[CH:10]=[N:11][CH:12]=[CH:13][C:8]=1[NH:7][C:1]1[CH:6]=[CH:5][CH:4]=[CH:3][CH:2]=1 |f:5.6|. Reported procedure: 4-Phenylamino-3-nitropyridine (1.40 g, 6.51 mmol) was dissolved in the mixed solvent of 15 ml of ethanol and 10 ml of dichloromethane. After the atmosphere was replaced with nitrogen, 0.10 g of 10% palladium-carbon was added thereto. After the atmosphere was replaced with hydrogen, hydrogen addition was conducted with stirring at room temperature for about 15 hours. Palladium-carbon was removed by filtration and the filtered cake was washed with ethanol. The filtrate and the washings were combin...